Dataset: the Open Reaction Database (ORD), a public repository of structured organic reaction records. Task: describe an organic reaction: reactants, conditions, products, and yield Reactants: CN(NC(=O)NC1=C(C(=O)OC)C=CC=C1)C (methyl 2-[[(2,2-dimethylhydrazino)carbonyl]amino]benzoate), ClCCl (dichloromethane), ClC(Cl)(OC(OC(Cl)(Cl)Cl)=O)Cl (triphosgene), O (water). Run at temperature 10 celsius. Yields the product ClC1=NN(C(N1C1=C(C(=O)OC)C=CC=C1)=O)C (methyl 2-(3-chloro-1,5-dihydro-1-methyl-5-oxo4H-1,2,4-triazol-4-yl)benzoate). RXN SMILES: C[N:2](C)[NH:3][C:4]([NH:6][C:7]1[CH:16]=[CH:15][CH:14]=[CH:13][C:8]=1[C:9]([O:11][CH3:12])=[O:10])=[O:5].Cl[C:19](Cl)(OC(=O)OC(Cl)(Cl)Cl)Cl.O.Cl[CH2:32][Cl:33]>>[Cl:33][C:32]1[N:6]([C:7]2[CH:16]=[CH:15][CH:14]=[CH:13][C:8]=2[C:9]([O:11][CH3:12])=[O:10])[C:4](=[O:5])[N:3]([CH3:19])[N:2]=1. Procedure details: To a solution containing 61.5 g of the title compound of Step A dissolved in 1300 mL of dichloromethane under a nitrogen atmosphere was added 154 g of triphosgene portionwise with external cooling to maintain the reaction temperature at 0-20° C. The reaction mixture was then heated at reflux for approximately 24 h and then was cooled to 0° C. The reaction mixture was poured into water. The organic layer was separated and washed with water and saturated aqueous sodium chloride. The organic layer ... Starting materials: Cc1ccc(-c2cccc(C(=O)CC(=O)Nc3cc(C(F)(F)F)c(N(C)C)cc3NC(=O)OC(C)(C)C)c2)nn1, ClCCl, O=C(O)C(F)(F)F. Product: Cc1ccc(-c2cccc(C3=Nc4cc(N(C)C)c(C(F)(F)F)cc4NC(=O)C3)c2)nn1. As a reaction SMILES: [C:1]([O:2][C:3](=[O:4])[NH:7][c:8]1[c:9]([NH:21][C:22]([CH2:23][C:24](=[O:5])[c:26]2[cH:27][c:28](-[c:32]3[n:33][n:34][c:35]([CH3:38])[cH:36][cH:37]3)[cH:29][cH:30][cH:31]2)=[O:39])[cH:10][c:11]([C:17]([F:18])([F:19])[F:20])[c:12]([N:14]([CH3:15])[CH3:16])[cH:13]1)([CH3:6])([CH3:25])[CH3:40].[Cl:48][CH2:49][Cl:50].[F:41][C:42]([F:43])([F:44])[C:45]([OH:46])=[O:47]>>[N:7]1=[C:24]([c:26]2[cH:27][c:28](-[c:32]3[n:33][n:34][c:35]([CH3:38])[cH:36][cH:37]3)[cH:29][cH:30][cH:31]2)[CH2:23][C:22](=[O:39])[NH:21][c:9]2[c:8]1[cH:13][c:12]([N:14]([CH3:15])[CH3:16])[c:11]([C:17]([F:18])([F:19])[F:20])[cH:10]2.